Dataset: the Open Reaction Database (ORD), a public repository of structured organic reaction records. Task: describe an organic reaction: reactants, conditions, products, and yield Starting materials: CC1Cc2nnc(-c3cccc(C(F)(F)F)c3)cc2C(OC(=O)C(Cc2ccccc2)NC(=O)OC(C)(C)C)C1, CO, [Na+], [OH-]. Product: CC1Cc2nnc(-c3cccc(C(F)(F)F)c3)cc2C(O)C1. RXN SMILES: [C:1]([O:2][C:3]([NH:4][CH:5]([C:6](=[O:7])[O:19][CH:20]1[c:21]2[cH:22][c:23](-[c:31]3[cH:32][c:33]([C:37]([F:38])([F:39])[F:40])[cH:34][cH:35][cH:36]3)[n:24][n:25][c:26]2[CH2:27][CH:28]([CH3:30])[CH2:29]1)[CH2:8][c:9]1[cH:10][cH:11][cH:12][cH:13][cH:14]1)=[O:15])([CH3:16])([CH3:17])[CH3:18].[CH3:43][OH:44].[Na+:42].[OH-:41]>>[OH:19][CH:20]1[c:21]2[cH:22][c:23](-[c:31]3[cH:32][c:33]([C:37]([F:38])([F:39])[F:40])[cH:34][cH:35][cH:36]3)[n:24][n:25][c:26]2[CH2:27][CH:28]([CH3:30])[CH2:29]1. Reactants: OC=1C=CC=C2C=CC=NC12 (8-Hydroxyquinoline), C([O-])([O-])=O.[K+].[K+] (potassium carbonate), stainless steel, C(=O)=O (CO2). Conditions: temperature 170 celsius. The product is OC=1C(=CC=C2C=CC=NC12)C(=O)O (8-Hydroxyquinoline-7-carboxylic Acid). Yield: 79.8%. RXN SMILES: [OH:1][C:2]1[CH:3]=[CH:4][CH:5]=[C:6]2[C:11]=1[N:10]=[CH:9][CH:8]=[CH:7]2.[C:12](=O)([O-:14])[O-:13].[K+].[K+].C(=O)=O>>[OH:1][C:2]1[C:3]([C:12]([OH:14])=[O:13])=[CH:4][CH:5]=[C:6]2[C:11]=1[N:10]=[CH:9][CH:8]=[CH:7]2 |f:1.2.3|. Procedure details: 8-Hydroxyquinoline (50.0 g) and potassium carbonate (142.8 g) are mixed together in a stainless steel bomb and heated at 170° C. under 1200 p.s.i. CO2 for 7 days. The reaction is then cooled and the resulting solid is partitioned between water (6 L) and EtOAc (1 L). The organic layer is extracted with water (2×300 mL). The combined aqueous layers are extracted with EtOAc (3×500 mL). The aqueous layer is then acidified to pH 4.5 with conc. HCl. The resulting solid is collected, dried and triturat...